From a dataset of the Open Reaction Database (ORD), a public repository of structured organic reaction records. describe an organic reaction: reactants, conditions, products, and yield RXN SMILES: [CH:1]([C:4]1[CH:9]=[CH:8][CH:7]=[CH:6][C:5]=1[N:10]=[C:11]1[N:16]=[CH:15][C:14]([CH3:18])([CH3:17])[CH2:13][S:12]1)([CH3:3])[CH3:2].[H-].[Na+].[CH2:21](I)[CH3:22].O>CN(C)C=O>[CH2:21]([N:16]1[CH2:15][C:14]([CH3:18])([CH3:17])[CH2:13][S:12][C:11]1=[N:10][C:5]1[CH:6]=[CH:7][CH:8]=[CH:9][C:4]=1[CH:1]([CH3:3])[CH3:2])[CH3:22] |f:1.2|. Run in CN(C=O)C (N,N-dimethylformamide). The reactants are O (water), C(C)(C)C1=C(C=CC=C1)N=C1SCC(C=N1)(C)C (2-(2-isopropylphenyl)imino-5,5-dimethyl-1,3-thiazine), C(C)I (Ethyliodide), [H-].[Na+] (sodium hydride). Product: C(C)N1C(SCC(C1)(C)C)=NC1=C(C=CC=C1)C(C)C (3-ethyl-2-(2-isopropylphenyl)imino-5,5-dimethyl-1,3-thiazine). Isolated yield 72.4%. Reaction conditions: time 30 minute. Procedure: To a solution of 2-(2-isopropylphenyl)imino-5,5-dimethyl-1,3-thiazine (0.26 g) in N,N-dimethylformamide (2 ml) was added under ice-cooling 60% sodium hydride (0.05 g). The mixture was stirred for 30 minutes. Ethyliodide (0.17 g) was added thereto. The mixture was stirred at room temperature for 2 hours. To a reaction mixture was added water (30 ml), extracted with diethylether (60 ml), dried over anhydrous magnesium sulfate and concentrated under reduced pressure. The obtained residue was purifi...